From a dataset of the Open Reaction Database (ORD), a public repository of structured organic reaction records. describe an organic reaction: reactants, conditions, products, and yield The reactants are Cc1ccccc1, CCOC(C)=O, CCCCCC, ClC(Cl)Cl, O=C(OC(=O)C(F)(F)F)C(F)(F)F, [Na+], [OH-], O, O=C(O)CCSc1cccs1. Product: O=C1CCSc2sccc21. RXN SMILES: [CH3:1][c:2]1[cH:3][cH:4][cH:5][cH:6][cH:7]1.[CH3:38][CH2:39][O:40][C:41](=[O:42])[CH3:43].[CH3:44][CH2:45][CH2:46][CH2:47][CH2:48][CH3:49].[Cl:34][CH:35]([Cl:36])[Cl:37].[F:19][C:20]([F:21])([F:22])[C:23]([O:24][C:25](=[O:26])[C:27]([F:28])([F:29])[F:30])=[O:31].[Na+:33].[OH-:32].[OH2:50].[s:8]1[c:9]([S:13][CH2:14][CH2:15][C:16](=[O:17])[OH:18])[cH:10][cH:11][cH:12]1>>[s:8]1[c:9]2[c:10]([cH:11][cH:12]1)[C:16](=[O:18])[CH2:15][CH2:14][S:13]2. Reactants: CCO, O=C(O)C=Cc1ccc(F)cc1Cl, [H][H], O, O=[Pt]. The product is O=C(O)CCc1ccc(F)cc1Cl. As a reaction SMILES: [CH3:16][CH2:17][OH:18].[Cl:1][c:2]1[c:3]([CH:4]=[CH:5][C:6](=[O:7])[OH:8])[cH:9][cH:10][c:11]([F:13])[cH:12]1.[H:14][H:15].[OH2:19].[Pt:20]=[O:21]>>[Cl:1][c:2]1[c:3]([CH2:4][CH2:5][C:6](=[O:7])[OH:8])[cH:9][cH:10][c:11]([F:13])[cH:12]1. The reactants are C(=O)(OC)C=CCOC1=CC=C(C=C1)CC(C)=O (1-[4-(3-carbomethoxyprop-2-eneoxy)phenyl]propan-2-one), [H][H] (hydrogen). The reagents and catalysts are [Pd] (Pd/C). Run in C(C)O (ethanol). Yields the product C(=O)(OC)CCCOC1=CC=C(C=C1)CC(C)=O (1-[4-(3-Carbomethoxypropoxy) phenyl]propan-2-one). The yield is 99.2%. Reaction SMILES: [C:1]([CH:5]=[CH:6][CH2:7][O:8][C:9]1[CH:14]=[CH:13][C:12]([CH2:15][C:16](=[O:18])[CH3:17])=[CH:11][CH:10]=1)([O:3][CH3:4])=[O:2].[H][H]>C(O)C.[Pd]>[C:1]([CH2:5][CH2:6][CH2:7][O:8][C:9]1[CH:10]=[CH:11][C:12]([CH2:15][C:16](=[O:18])[CH3:17])=[CH:13][CH:14]=1)([O:3][CH3:4])=[O:2]. Procedure: To a solution of 1-[4-(3-carbomethoxyprop-2-eneoxy)phenyl]propan-2-one (1.1 g) in ethanol (50 ml), was added 10% Pd/C (100 mg) and the mixture hydrogenated at ambient temperature and atmospheric pressure until hydrogen uptake was complete (approx. 10 minutes). The solution was filtered, evaporated to give the title compound (1.1 g) as an oil. Starting materials: C(C)(C)(C)OC(N(C)CCC(N(C)OC)=O)=O ([2-(methoxy-methyl-carbamoyl)-ethyl]-methyl-carbamic acid tert-butyl ester), CCOC(=O)C1=CSC(=N1)C2=CSC3=NC(=NN23)C4=CC=CC=C4 (Pett), BrCC1CCCCC1 (bromomethylcyclohexane), Grignard reagent, Grignard reagent, [Mg] (magnesium), II (iodine). Run in O1CCCC1 (tetrahydrofuran), O1CCCC1 (tetrahydrofuran). Run at temperature 0 celsius, time 2 hour. The product is C(C)(C)(C)OC(N(C)CCC(CC1CCCCC1)=O)=O ((4-Cyclohexyl-3-oxo-butyl)-methyl-carbamic acid tert-butyl ester). Isolated yield 29.4%. As a reaction SMILES: Br[CH2:2][CH:3]1[CH2:8][CH2:7][CH2:6][CH2:5][CH2:4]1.[Mg].II.[C:12]([O:16][C:17](=[O:28])[N:18]([CH2:20][CH2:21][C:22](=[O:27])N(OC)C)[CH3:19])([CH3:15])([CH3:14])[CH3:13].CCOC(C1N=C(C2N3C(=NC(C4C=CC=CC=4)=N3)SC=2)SC=1)=O>O1CCCC1>[C:12]([O:16][C:17](=[O:28])[N:18]([CH2:20][CH2:21][C:22](=[O:27])[CH2:2][CH:3]1[CH2:8][CH2:7][CH2:6][CH2:5][CH2:4]1)[CH3:19])([CH3:15])([CH3:13])[CH3:14]. Reported procedure: Add dropwise bromomethylcyclohexane (16.96 mL, 0.121 mol) to a stirred warm solution of magnesium (granulae, 3.02 g, 0.124 mol), a crystal of iodine and tetrahydrofuran (130 mL). Heat the mixture to reflux for one hour. Add the Grignard reagent (30 mL) to a stirred mixture of [2-(methoxy-methyl-carbamoyl)-ethyl]-methyl-carbamic acid tert-butyl ester (3.0 g, 12.0 mmol, prepared according to Blaney, P.; Grigg, R.; Rankovic, Z.; Thornton-Pett, M.; Xu, J. Tetrahedron 2002, 1719-1737) and tetrahydrof...